Dataset: the Open Reaction Database (ORD), a public repository of structured organic reaction records. Task: describe an organic reaction: reactants, conditions, products, and yield Reactants: C1(C2=C(C(=O)O1)CCCC2)=O (3,4,5,6-tetrahydrophthalic anhydride), FC1=C(N)C=CC(=C1)Cl (2-fluoro-4-chloroaniline). Run in CC(=O)C (acetone). Reaction conditions: time 5 minute. Product: FC1=C(C=CC(=C1)Cl)NC(C1=C(C(=O)O)CCCC1)=O (N-(2-fluoro-4-chlorophenyl)-3,4,5,6-tetrahydrophthalamic acid). Reaction SMILES: [C:1]1(=[O:11])[O:6][C:4](=[O:5])[C:3]2[CH2:7][CH2:8][CH2:9][CH2:10][C:2]1=2.[F:12][C:13]1[CH:19]=[C:18]([Cl:20])[CH:17]=[CH:16][C:14]=1[NH2:15]>CC(C)=O>[F:12][C:13]1[CH:19]=[C:18]([Cl:20])[CH:17]=[CH:16][C:14]=1[NH:15][C:4](=[O:5])[C:3]1[CH2:7][CH2:8][CH2:9][CH2:10][C:2]=1[C:1]([OH:6])=[O:11]. Procedure: 3,4,5,6-tetrahydrophthalic anhydride (7.7 g) and 2-fluoro-4-chloroaniline (7.2 g) were added to acetone (50 ml) and, after stirring at 50°-55° C. for 5 minutes, the reaction mixture was concentrated under reduced pressure. The resultant crystals were washed with n-hexane. Yield 13.2 g; m.p. 92°-94° C. Reactants: FC(C(=O)O)(F)F.C1(=CC=CC=C1)C(CNC1=C2N=CN(C2=NC(=N1)C(NCCNC(=O)NC1CCN(CC1)C1=NC=CC=C1)=O)[C@H]1[C@@H]([C@@H]([C@H](C1)NC(=O)COC(C)=O)O)O)C1=CC=CC=C1 (acetic acid [(1S,2R,3S,4R)-4-(6-(2,2-diphenyl-ethylamino)-2-{2-[3-(3,4,5,6-tetrahydro-2H-[1,2]bipyridinyl-4-yl)-ureido]-ethylcarbamoyl}-purin-9-yl)-2,3-dihydroxy-cyclopentylcarbamoyl]-methyl ester trifluoroacetate), C([O-])([O-])=O.[K+].[K+] (potassium carbonate). Run in CO (methanol). Conditions: time 1 hour. The product is FC(C(=O)O)(F)F.N1(CCC(CC1)NC(NCCNC(=O)C1=NC(=C2N=CN(C2=N1)[C@H]1[C@@H]([C@@H]([C@H](C1)NC(CO)=O)O)O)NCC(C1=CC=CC=C1)C1=CC=CC=C1)=O)C1=NC=CC=C1 (9-[(1R,2S,3R,4S)-2,3-Dihydroxy-4-(2-hydroxy-acetylamino)-cyclopentyl]-6-(2,2-diphenyl-ethylamino)-9H-purine-2-carboxylic acid {2-[3-(3,4,5,6-tetrahydro-2H-[1,2]bipyridinyl-4-yl)-ureido]-ethyl}-amide trifluoroacetate). Reaction SMILES: [F:1][C:2]([F:7])([F:6])[C:3]([OH:5])=[O:4].[C:8]1([CH:14]([C:62]2[CH:67]=[CH:66][CH:65]=[CH:64][CH:63]=2)[CH2:15][NH:16][C:17]2[N:25]=[C:24]([C:26](=[O:46])[NH:27][CH2:28][CH2:29][NH:30][C:31]([NH:33][CH:34]3[CH2:39][CH2:38][N:37]([C:40]4[CH:45]=[CH:44][CH:43]=[CH:42][N:41]=4)[CH2:36][CH2:35]3)=[O:32])[N:23]=[C:22]3[C:18]=2[N:19]=[CH:20][N:21]3[C@@H:47]2[CH2:51][C@H:50]([NH:52][C:53]([CH2:55][O:56]C(=O)C)=[O:54])[C@@H:49]([OH:60])[C@H:48]2[OH:61])[CH:13]=[CH:12][CH:11]=[CH:10][CH:9]=1.C(=O)([O-])[O-].[K+].[K+]>CO>[F:1][C:2]([F:7])([F:6])[C:3]([OH:5])=[O:4].[N:37]1([C:40]2[CH:45]=[CH:44][CH:43]=[CH:42][N:41]=2)[CH2:38][CH2:39][CH:34]([NH:33][C:31](=[O:32])[NH:30][CH2:29][CH2:28][NH:27][C:26]([C:24]2[N:23]=[C:22]3[C:18]([N:19]=[CH:20][N:21]3[C@@H:47]3[CH2:51][C@H:50]([NH:52][C:53](=[O:54])[CH2:55][OH:56])[C@@H:49]([OH:60])[C@H:48]3[OH:61])=[C:17]([NH:16][CH2:15][CH:14]([C:62]3[CH:63]=[CH:64][CH:65]=[CH:66][CH:67]=3)[C:8]3[CH:9]=[CH:10][CH:11]=[CH:12][CH:13]=3)[N:25]=2)=[O:46])[CH2:35][CH2:36]1 |f:0.1,2.3.4,6.7|. Reported procedure: A solution of acetic acid [(1S,2R,3S,4R)-4-(6-(2,2-diphenyl-ethylamino)-2-{2-[3-(3,4,5,6-tetrahydro-2H-[1,2]bipyridinyl-4-yl)-ureido]-ethylcarbamoyl}-purin-9-yl)-2,3-dihydroxy-cyclopentylcarbamoyl]-methyl ester trifluoroacetate (0.015 g, 16 μmol) in methanol (1 ml) is treated with potassium carbonate (0.01 g, 10 μmol) and the reaction mixture is allowed to stir at room temperature for 1 hour. The solvent is removed in vacuo and purification of the crude by reverse phase column chromatography (Is... The reactants are BrCC(C(=O)OCC)=O (ethyl bromopyruvate), NC1=C(C(=O)OCC)C=CC=N1 (ethyl 2-aminonicotinate). RXN SMILES: Br[CH2:2][C:3](=O)[C:4]([O:6][CH2:7][CH3:8])=[O:5].[NH2:10][C:11]1[N:21]=[CH:20][CH:19]=[CH:18][C:12]=1[C:13]([O:15][CH2:16][CH3:17])=[O:14]>C(C(C)=O)C>[CH2:7]([O:6][C:4]([C:3]1[N:10]=[C:11]2[C:12]([C:13]([O:15][CH2:16][CH3:17])=[O:14])=[CH:18][CH:19]=[CH:20][N:21]2[CH:2]=1)=[O:5])[CH3:8]. The solvent is C(C)C(=O)C (methyl ethyl ketone). Reported procedure: A mixture of ethyl bromopyruvate (2.3 g, 10.2 m mol and ethyl 2-aminonicotinate (1.7 g, 10 m mol) in methyl ethyl ketone (17 ml) was refluxed for 5 hours. After completion of the reaction, the mixture was cooled to room temperature and distilled under reduced pressure to remove the solvent. The residue to which saturated sodium hydrogen carbonate aqueous solution (50 ml) was added was extracted with chloroform (100 ml×3). The extract was washed with water, dried over MgSO4 and concentrated under... Product: C(C)OC(=O)C=1N=C2N(C=CC=C2C(=O)OCC)C1 (ethyl 2-ethoxycarbonyl-imidazo[1,2-a]pyridine-8-carboxylate). Isolated yield 26.7%. The reactants are BrC=1SC(=C(N1)CC(=O)OC)C(=O)OC (methyl 2-bromo-5-methoxycarbonyl-thiazole-4-acetate), [H-].[Al+3].[Li+].[H-].[H-].[H-] (lithium aluminum hydride), S(=O)(=O)([O-])[O-].[Mg+2] (magnesium sulfate), aqueous solution, [OH-].[Na+] (sodium hydroxide), resultant mixture. Solvent: O1CCCC1 (tetrahydrofuran), O1CCCC1 (tetrahydrofuran), O (water), O (water). Conditions: time 1 hour. Yields the product OCCC=1N=CSC1CO (4-(2-Hydroxyethyl)-5-hydroxymethylthiazole). Isolated yield 68.2%. RXN SMILES: Br[C:2]1[S:3][C:4]([C:12](OC)=[O:13])=[C:5]([CH2:7][C:8](OC)=[O:9])[N:6]=1.[H-].[Al+3].[Li+].[H-].[H-].[H-].[OH-].[Na+].S([O-])([O-])(=O)=O.[Mg+2]>O1CCCC1.O>[OH:9][CH2:8][CH2:7][C:5]1[N:6]=[CH:2][S:3][C:4]=1[CH2:12][OH:13] |f:1.2.3.4.5.6,7.8,9.10|. Procedure details: A solution of methyl 2-bromo-5-methoxycarbonyl-thiazole-4-acetate (23.4 g) in tetrahydrofuran (500 ml) was added dropwise over 1 hour to a suspension of lithium aluminum hydride (9.03 g) in tetrahydrofuran (500 ml) under ice cooling. After stirring for additional 1 hour under ice cooling, water (9 ml), a 35% aqueous solution (9 ml) of sodium hydroxide and water (27 ml) were successively added, and the mixture was stirred at room temperature for 1 hour. After anhydrous magnesium sulfate was added... Reactants: ClC1=CC=C(C=C1)NC(C1=C(C=CC(=C1)Cl)NC(=O)C=1SC(=CC1Cl)CBr)=O (N-(4-chlorophenyl)-2-[((5-bromomethyl-3-chlorothiophen-2-yl)carbonyl)amino]-5-chlorobenzamide), C(=O)([O-])[O-].[Ca+2] (CaCO3). Solvent: O1CCOCC1 (dioxane), O (water). The product is ClC1=CC=C(C=C1)NC(C1=C(C=CC(=C1)Cl)NC(=O)C=1SC(=CC1Cl)CO)=O (N-(4-chlorophenyl)-2-[((5-hydroxymethyl-3-chlorothiophen-2-yl)carbonyl)amino]-5-chlorobenzamide). Isolated yield 56.7%. RXN SMILES: [Cl:1][C:2]1[CH:7]=[CH:6][C:5]([NH:8][C:9](=[O:28])[C:10]2[CH:15]=[C:14]([Cl:16])[CH:13]=[CH:12][C:11]=2[NH:17][C:18]([C:20]2[S:21][C:22]([CH2:26]Br)=[CH:23][C:24]=2[Cl:25])=[O:19])=[CH:4][CH:3]=1.C([O-])([O-])=[O:30].[Ca+2]>O1CCOCC1.O>[Cl:1][C:2]1[CH:7]=[CH:6][C:5]([NH:8][C:9](=[O:28])[C:10]2[CH:15]=[C:14]([Cl:16])[CH:13]=[CH:12][C:11]=2[NH:17][C:18]([C:20]2[S:21][C:22]([CH2:26][OH:30])=[CH:23][C:24]=2[Cl:25])=[O:19])=[CH:4][CH:3]=1 |f:1.2|. Procedure: To a solution of N-(4-chlorophenyl)-2-[((5-bromomethyl-3-chlorothiophen-2-yl)carbonyl)amino]-5-chlorobenzamide (0.3 g, 0.58 mmol) in dioxane (10 mL) and water (2 mL) was added CaCO3 (0.29 g, 2.89 mmol). The resulting turbid solution was heated to reflux for 64 hours, and then cooled to ambient temperature. The reaction mixture was concentrated to remove dioxane and purified by flash chromatography on silica followed by precipitation from CH2Cl2 and hexane to afford 0.15 g of N-(4-chlorophenyl)-2... Starting materials: NC1=NC=C(C#N)C(=C1)F (6-amino-4-fluoronicotinonitrile), FC(OCCN)(F)F (2-(trifluoromethoxy)ethanamine), intermediate 102. The product is NC1=NC=C(C#N)C(=C1)NCCOC(F)(F)F (6-amino-4-((2-(trifluoromethoxy)ethyl)amino)nicotinonitrile). Reaction SMILES: [NH2:1][C:2]1[CH:9]=[C:8](F)[C:5]([C:6]#[N:7])=[CH:4][N:3]=1.[F:11][C:12]([F:18])([F:17])[O:13][CH2:14][CH2:15][NH2:16]>>[NH2:1][C:2]1[CH:9]=[C:8]([NH:16][CH2:15][CH2:14][O:13][C:12]([F:18])([F:17])[F:11])[C:5]([C:6]#[N:7])=[CH:4][N:3]=1. Procedure details: From intermediate 21 and 2-(trifluoromethoxy)ethanamine, reacted in an analogous manner to the preparation of intermediate 102. (UPLC-MS 3) Rt=0.54 min; MS m/z [M+H]+ 247.